Dataset: the Open Reaction Database (ORD), a public repository of structured organic reaction records. Task: describe an organic reaction: reactants, conditions, products, and yield Reactants: BrN1C(CCC1=O)=O (N-bromosuccinimide), C(CCCCCCC)C(CC1=CSC=C1)CCCCCCCCCC (3-(2-octyldodecyl)thiophene). Solvent: CN(C=O)C (dimethylformamide), CN(C=O)C (DMF). Reaction conditions: time 8 hour. The product is BrC=1SC=CC1CC(CCCCCCCCCC)CCCCCCCC (2-bromo-3-(2-octyldodecyl)thiophene). The yield is 95.6%. RXN SMILES: [Br:1]N1C(=O)CCC1=O.[CH2:9]([CH:17]([CH2:24][CH2:25][CH2:26][CH2:27][CH2:28][CH2:29][CH2:30][CH2:31][CH2:32][CH3:33])[CH2:18][C:19]1[CH:23]=[CH:22][S:21][CH:20]=1)[CH2:10][CH2:11][CH2:12][CH2:13][CH2:14][CH2:15][CH3:16]>CN(C)C=O>[Br:1][C:20]1[S:21][CH:22]=[CH:23][C:19]=1[CH2:18][CH:17]([CH2:9][CH2:10][CH2:11][CH2:12][CH2:13][CH2:14][CH2:15][CH3:16])[CH2:24][CH2:25][CH2:26][CH2:27][CH2:28][CH2:29][CH2:30][CH2:31][CH2:32][CH3:33]. Procedure details: A solution of N-bromosuccinimide (2.58 g, 14.5 mmol) in 100 mL of dimethylformamide (DMF) was added drop-wise into a solution of 3-(2-octyldodecyl)thiophene (4.90 g, 13.2 mmol) in 300 DMF at −20° C. The mixture was stirred overnight at room temperature. Next, the DMF was removed under vacuum and 100 mL water was added. The mixture was extracted with hexane three times and the organic layers were collected. After removal of hexane, a crude product was obtained and was purified by column to afford... The reactants are C[C@H](CCCC)C(C(=O)O)C(=O)O ([(R)-1-methylpentyl]-malonic acid), [OH-].[Na+] (sodium hydroxide). Run in C=1(C(=CC=CC1)C)C (xylene). Conditions: temperature 125 celsius. Product: C[C@@H](CC(=O)O)CCCC ((R)-3-methylheptanoic acid). RXN SMILES: [CH3:1][C@@H:2]([CH:7](C(O)=O)[C:8]([OH:10])=[O:9])[CH2:3][CH2:4][CH2:5][CH3:6].[OH-].[Na+]>C1(C)C(C)=CC=CC=1>[CH3:1][C@H:2]([CH2:3][CH2:4][CH2:5][CH3:6])[CH2:7][C:8]([OH:10])=[O:9] |f:1.2|. Reported procedure: At room temperature, 60 g of [(R)-1-methylpentyl]-malonic acid (0.318 mol) were dissolved in 120 ml of xylene in a three-neck flask with internal thermometer, condenser and stirrer. The mixture was heated to 125° C. for 5 h. After cooling to 25° C., the mixture was admixed with 200 ml of 2N sodium hydroxide solution. After phase separation, the aqueous phase was admixed with 200 ml of ether and, with cooling, with 180 ml of 15% by weight hydrochloric acid. After phase separation, the aqueous pha... Reactants: C1CCOC1, CCOC(C)=O, CC(C)(C)OC(=O)N1Cc2ccccc2CC1C(O)C(Cc1cc(F)cc(F)c1)C(=O)N1C(=O)OCC1Cc1ccccc1, [Li+], [OH-], O, OO. Yields the product CC(C)(C)OC(=O)N1Cc2ccccc2CC1C(O)C(Cc1cc(F)cc(F)c1)C(=O)O. RXN SMILES: [CH2:55]1[O:56][CH2:57][CH2:58][CH2:59]1.[CH3:49][CH2:50][O:51][C:52](=[O:53])[CH3:54].[F:1][c:2]1[cH:3][c:4]([CH2:5][CH:6]([CH:7]([OH:8])[CH:9]2[N:10]([C:19](=[O:20])[O:21][C:22]([CH3:23])([CH3:24])[CH3:25])[CH2:11][c:12]3[cH:13][cH:14][cH:15][cH:16][c:17]3[CH2:18]2)[C:26](=[O:27])[N:28]2[CH:29]([CH2:30][c:31]3[cH:32][cH:33][cH:34][cH:35][cH:36]3)[CH2:37][O:38][C:39]2=[O:40])[cH:41][c:42]([F:44])[cH:43]1.[Li+:46].[OH-:45].[OH2:60].[OH:47][OH:48]>>[F:1][c:2]1[cH:3][c:4]([CH2:5][CH:6]([CH:7]([OH:8])[CH:9]2[N:10]([C:19](=[O:20])[O:21][C:22]([CH3:23])([CH3:24])[CH3:25])[CH2:11][c:12]3[cH:13][cH:14][cH:15][cH:16][c:17]3[CH2:18]2)[C:26](=[O:27])[OH:51])[cH:41][c:42]([F:44])[cH:43]1. Procedure details: A solution of N-(4-(2-aminothiazol-4-yl)-3,5-dimethylphenyl)acetamide (1.31 g, 5.0 mmol) in 2N HCl (25 mL) was refluxed for 1 h and then cooled to 0° C. Na2CO3 was carefully added to the stirring mixture until no gas evolvement, and the pH was further adjusted to 8. The mixture was then extracted with EtOAc (4×50 mL), and the combined organic phase was dried over Na2SO4, filtered, concentrated, and provided 4-(4-amino-2,6-dimethylphenyl)thiazol-2-amine (1.03 g, 93.9% yield). The crude product wa... The reactants are NC=1SC=C(N1)C1=C(C=C(C=C1C)NC(C)=O)C (N-(4-(2-aminothiazol-4-yl)-3,5-dimethylphenyl)acetamide), C(=O)([O-])[O-].[Na+].[Na+] (Na2CO3). The solvent is Cl (HCl). Yields the product NC1=CC(=C(C(=C1)C)C=1N=C(SC1)N)C (4-(4-amino-2,6-dimethylphenyl)thiazol-2-amine). Isolated yield 93.9%. As a reaction SMILES: [NH2:1][C:2]1[S:3][CH:4]=[C:5]([C:7]2[C:12]([CH3:13])=[CH:11][C:10]([NH:14]C(=O)C)=[CH:9][C:8]=2[CH3:18])[N:6]=1.C([O-])([O-])=O.[Na+].[Na+]>Cl>[NH2:14][C:10]1[CH:9]=[C:8]([CH3:18])[C:7]([C:5]2[N:6]=[C:2]([NH2:1])[S:3][CH:4]=2)=[C:12]([CH3:13])[CH:11]=1 |f:1.2.3|. Run at temperature 0 celsius. Reactants: O=[N+]([O-])c1ccc(CCBr)cc1, [K+], [OH-], O, c1cn[nH]c1. The product is O=[N+]([O-])c1ccc(CCn2cccn2)cc1. RXN SMILES: [Br:1][CH2:2][CH2:3][c:4]1[cH:5][cH:6][c:7]([N+:10](=[O:11])[O-:12])[cH:8][cH:9]1.[K+:19].[OH-:18].[OH2:20].[nH:13]1[n:14][cH:15][cH:16][cH:17]1>>[CH2:2]([CH2:3][c:4]1[cH:5][cH:6][c:7]([N+:10](=[O:11])[O-:12])[cH:8][cH:9]1)[n:13]1[n:14][cH:15][cH:16][cH:17]1.